Dataset: the Open Reaction Database (ORD), a public repository of structured organic reaction records. Task: describe an organic reaction: reactants, conditions, products, and yield The reactants are [BH3-]C#N, CO, O=Cc1ccccc1, NC1CCc2ccccc2NC1=O, [Na+], O=C(O)C(F)(F)F. Yields the product O=C1Nc2ccccc2CCC1NCc1ccccc1. Reaction SMILES: [C:29]([BH3-:30])#[N:31].[CH3:33][OH:34].[CH:14](=[O:15])[c:16]1[cH:17][cH:18][cH:19][cH:20][cH:21]1.[NH2:1][CH:2]1[C:3](=[O:13])[NH:4][c:5]2[c:6]([cH:9][cH:10][cH:11][cH:12]2)[CH2:7][CH2:8]1.[Na+:32].[OH:22][C:23]([C:24]([F:25])([F:26])[F:27])=[O:28]>>[NH:1]([CH:2]1[C:3](=[O:13])[NH:4][c:5]2[c:6]([cH:9][cH:10][cH:11][cH:12]2)[CH2:7][CH2:8]1)[CH2:14][c:16]1[cH:17][cH:18][cH:19][cH:20][cH:21]1. Reactants: CCN=C=NCCCN(C)C, CCOC(C)=O, CCN(C(C)C)C(C)C, Cl, Cl, Cl, CC(c1ccc(CCN)cc1)N1CCCC1, Nc1cc(-c2ccc(F)cc2)sc1C(=O)O, CN(C)C=O, On1nnc2ccccc21. Yields the product CC(c1ccc(CCNC(=O)c2sc(-c3ccc(F)cc3)cc2N)cc1)N1CCCC1. As a reaction SMILES: [CH3:55][N:56]([CH3:57])[CH2:58][CH2:59][CH2:60][N:61]=[C:62]=[N:63][CH2:64][CH3:65].[CH3:66][CH2:67][O:68][C:69](=[O:70])[CH3:71].[CH:45]([N:46]([CH2:47][CH3:48])[CH:49]([CH3:50])[CH3:51])([CH3:52])[CH3:53].[ClH:17].[ClH:18].[ClH:54].[N:19]1([CH:24]([CH3:25])[c:26]2[cH:27][cH:28][c:29]([CH2:32][CH2:33][NH2:34])[cH:30][cH:31]2)[CH2:20][CH2:21][CH2:22][CH2:23]1.[NH2:1][c:2]1[c:3]([C:14](=[O:15])[OH:16])[s:4][c:5](-[c:7]2[cH:8][cH:9][c:10]([F:13])[cH:11][cH:12]2)[cH:6]1.[O:72]=[CH:73][N:74]([CH3:75])[CH3:76].[OH:35][n:36]1[c:37]2[cH:38][cH:39][cH:40][cH:41][c:42]2[n:43][n:44]1>>[NH2:1][c:2]1[c:3]([C:14](=[O:16])[NH:34][CH2:33][CH2:32][c:29]2[cH:28][cH:27][c:26]([CH:24]([N:19]3[CH2:20][CH2:21][CH2:22][CH2:23]3)[CH3:25])[cH:31][cH:30]2)[s:4][c:5](-[c:7]2[cH:8][cH:9][c:10]([F:13])[cH:11][cH:12]2)[cH:6]1. Starting materials: O=C1c2ccc(Br)cc2CN1Cc1ccc(Oc2ccccc2)cc1, C#CCN(C)C, CC(C)NC(C)C, [Cu]I, Cl[Pd]Cl, c1ccc(P(c2ccccc2)c2ccccc2)cc1, c1ccc(P(c2ccccc2)c2ccccc2)cc1. The product is CN(C)CC#Cc1ccc2c(c1)CN(Cc1ccc(Oc3ccccc3)cc1)C2=O. As a reaction SMILES: [Br:1][c:2]1[cH:3][c:4]2[c:8]([cH:9][cH:10]1)[C:7](=[O:11])[N:6]([CH2:12][c:13]1[cH:14][cH:15][c:16]([O:19][c:20]3[cH:21][cH:22][cH:23][cH:24][cH:25]3)[cH:17][cH:18]1)[CH2:5]2.[CH3:26][N:27]([CH2:28][C:29]#[CH:30])[CH3:31].[CH:32]([NH:33][CH:34]([CH3:35])[CH3:36])([CH3:37])[CH3:38].[Cu:80][I:81].[Pd:39]([Cl:40])[Cl:41].[c:42]1([P:43]([c:44]2[cH:45][cH:46][cH:47][cH:48][cH:49]2)[c:50]2[cH:51][cH:52][cH:53][cH:54][cH:55]2)[cH:56][cH:57][cH:58][cH:59][cH:60]1.[c:61]1([P:62]([c:63]2[cH:64][cH:65][cH:66][cH:67][cH:68]2)[c:69]2[cH:70][cH:71][cH:72][cH:73][cH:74]2)[cH:75][cH:76][cH:77][cH:78][cH:79]1>>[c:2]1([C:30]#[C:29][CH2:28][N:27]([CH3:26])[CH3:31])[cH:3][c:4]2[c:8]([cH:9][cH:10]1)[C:7](=[O:11])[N:6]([CH2:12][c:13]1[cH:14][cH:15][c:16]([O:19][c:20]3[cH:21][cH:22][cH:23][cH:24][cH:25]3)[cH:17][cH:18]1)[CH2:5]2.